describe an organic reaction: reactants, conditions, products, and yield From a dataset of the Open Reaction Database (ORD), a public repository of structured organic reaction records. Reactants: CC(=O)Cl, ClCCl, COc1ccc2c(c1)CCN(c1ccc(N)cc1)C2Cc1ccc(OCc2ccccc2)cc1. The product is COc1ccc2c(c1)CCN(c1ccc(NC(C)=O)cc1)C2Cc1ccc(OCc2ccccc2)cc1. Reaction SMILES: [CH3:35][C:36]([Cl:37])=[O:38].[Cl:39][CH2:40][Cl:41].[NH2:1][c:2]1[cH:3][cH:4][c:5]([N:8]2[CH:9]([CH2:20][c:21]3[cH:22][cH:23][c:24]([O:27][CH2:28][c:29]4[cH:30][cH:31][cH:32][cH:33][cH:34]4)[cH:25][cH:26]3)[c:10]3[cH:11][cH:12][c:13]([O:18][CH3:19])[cH:14][c:15]3[CH2:16][CH2:17]2)[cH:6][cH:7]1>>[NH:1]([c:2]1[cH:3][cH:4][c:5]([N:8]2[CH:9]([CH2:20][c:21]3[cH:22][cH:23][c:24]([O:27][CH2:28][c:29]4[cH:30][cH:31][cH:32][cH:33][cH:34]4)[cH:25][cH:26]3)[c:10]3[cH:11][cH:12][c:13]([O:18][CH3:19])[cH:14][c:15]3[CH2:16][CH2:17]2)[cH:6][cH:7]1)[C:36]([CH3:35])=[O:38]. Reactants: CN(C(OC(C)(C)C)=O)CCC=O (methyl(3-oxopropyl)carbamic acid, 1,1-dimethylethyl ester), C(CCC)[Sn](C1=NC=CC=N1)(CCCC)CCCC (2-(tributylstannyl)pyrimidine), C(CCC)[Li] (n-butyl lithium), hexanes, [Cl-].[NH4+] (ammonium chloride). The solvent is O1CCCC1 (tetrahydrofuran), O1CCCC1 (tetrahydrofuran). Conditions: temperature -78 celsius, time 0.5 hour. Yields the product OC(CCN(C(OC(C)(C)C)=O)C)C1=NC=CC=N1 ([3-Hydroxy-3-(2-pyrimidinyl)propyl]methylcarbamic acid, 1,1-dimethylethyl ester). Isolated yield 43.0%. As a reaction SMILES: C([Sn](CCCC)(CCCC)[C:6]1[N:11]=[CH:10][CH:9]=[CH:8][N:7]=1)CCC.C([Li])CCC.[CH3:25][N:26]([CH2:34][CH2:35][CH:36]=[O:37])[C:27](=[O:33])[O:28][C:29]([CH3:32])([CH3:31])[CH3:30].[Cl-].[NH4+]>O1CCCC1>[OH:37][CH:36]([C:6]1[N:7]=[CH:8][CH:9]=[CH:10][N:11]=1)[CH2:35][CH2:34][N:26]([CH3:25])[C:27](=[O:33])[O:28][C:29]([CH3:30])([CH3:32])[CH3:31] |f:3.4|. Reported procedure: To 2-(tributylstannyl)pyrimidine (690 mg, 1.87 mmol) dissolved in dry tetrahydrofuran (10 ml) cooled to −78° C. was added 2.4M n-butyl lithium in hexanes (0.8 ml, 1.87 mmol) under nitrogen. After stirring for a further 0.5 h, methyl(3-oxopropyl)carbamic acid, 1,1-dimethylethyl ester in dry tetrahydrofuran (10 ml) was added rapidly at −78° C. The reaction mixture was allowed to warm to ambient, treated with aqueous saturated ammonium chloride solution and extracted with ethyl acetate which was wa... Reactants: N#CBr (cyanogen bromide), COC=1C=C(C=C(C1)OC)NCC=1C(=NC(=NC1)SC)N (5-[(3,5-dimethoxy-phenylamino)-methyl]-2-methylsulfanyl-pyrimidin-4-ylamine), N#CBr (cyanogen bromide), ice. The solvent is CN(C=O)C (dimethylformamide), CN(C=O)C (dimethylformamide). Yields the product COC=1C=C(C=C(C1)OC)N1C(=NC2=NC(=NC=C2C1)SC)N (3-(3,5-Dimethoxy-phenyl)-7-methylsulfanyl-3,4-dihydro-pyrimido [4,5-d]pyrimidin-2-ylamine). Yield: 27.1%. As a reaction SMILES: [CH3:1][O:2][C:3]1[CH:4]=[C:5]([NH:11][CH2:12][C:13]2[C:14]([NH2:21])=[N:15][C:16]([S:19][CH3:20])=[N:17][CH:18]=2)[CH:6]=[C:7]([O:9][CH3:10])[CH:8]=1.[N:22]#[C:23]Br>CN(C)C=O>[CH3:10][O:9][C:7]1[CH:6]=[C:5]([N:11]2[CH2:12][C:13]3[C:14](=[N:15][C:16]([S:19][CH3:20])=[N:17][CH:18]=3)[N:21]=[C:23]2[NH2:22])[CH:4]=[C:3]([O:2][CH3:1])[CH:8]=1. Procedure: Into a solution of 25.0 g (81.6 mmol) of 5-[(3,5-dimethoxy-phenylamino)-methyl]-2-methylsulfanyl-pyrimidin-4-ylamine in 125 mL of dry dimethylformamide cooled to 5° C., was added a solution of 10.1 g (95.5 mmol) of cyanogen bromide in 25 mL of dry dimethylformamide portionwise. After the addition of the cyanogen bromide solution the ice bath was removed, and the reaction was allowed to warm to room temperature over 30 minutes. The reaction was warmed to 80° C. for 4 hours, then added to 500 mL o... The reactants are C(C1=CC=CC=C1)OC1=CC=C(C(=O)NNC(=O)OC(C)(C)C)C=C1 (tert-butyl 2-(4-(benzyloxy)benzoyl)hydrazinecarboxylate), COC=1C=CC(=CC1)P2(=S)SP(=S)(S2)C=3C=CC(=CC3)OC (Lawesson's reagent). The solvent is C1CCOC1 (THF). Run at time 2 day. Product: C(C1=CC=CC=C1)OC1=CC=C(C=C1)C(=S)NNC(=O)OC(C)(C)C (tert-butyl 2-(4-(benzyloxy)phenylcarbonothioyl)hydrazinecarboxylate). Reaction SMILES: [CH2:1]([O:8][C:9]1[CH:25]=[CH:24][C:12]([C:13]([NH:15][NH:16][C:17]([O:19][C:20]([CH3:23])([CH3:22])[CH3:21])=[O:18])=O)=[CH:11][CH:10]=1)[C:2]1[CH:7]=[CH:6][CH:5]=[CH:4][CH:3]=1.COC1C=CC(P2(SP(C3C=CC(OC)=CC=3)(=S)S2)=[S:35])=CC=1>C1COCC1>[CH2:1]([O:8][C:9]1[CH:25]=[CH:24][C:12]([C:13]([NH:15][NH:16][C:17]([O:19][C:20]([CH3:23])([CH3:22])[CH3:21])=[O:18])=[S:35])=[CH:11][CH:10]=1)[C:2]1[CH:7]=[CH:6][CH:5]=[CH:4][CH:3]=1. Procedure: Di-t-butyl dicarbonate (10.8 g, 49.5 mmol) was added to a solution of 4-(benzyloxy)benzohydrazide (10 g, 41.3 mmol) in dichloromethane (206 mL) at 0° C. The resulting mixture was stirred for 2 d at room temperature, then concentrated and the residue was triturated with diethyl ether to yield tert-butyl 2-(4-(benzyloxy)benzoyl)hydrazinecarboxylate. A mixture of tert-butyl 2-(4-(benzyloxy)benzoyl)hydrazinecarboxylate (13.7 g, 40 mmol) and Lawesson's reagent (8.1 g, 20.0 mmol) in THF (200 mL) THF w...